This data is from the Open Reaction Database (ORD), a public repository of structured organic reaction records. The task is: describe an organic reaction: reactants, conditions, products, and yield The reactants are COC(=O)C1CNC(=O)CC1c1cc(F)c(F)cc1F, COc1ccc(C(O)c2ccc(OC)cc2)cc1, CC(=O)O, O=S(=O)(O)O. Yields the product COC(=O)C1CN(C(c2ccc(OC)cc2)c2ccc(OC)cc2)C(=O)CC1c1cc(F)c(F)cc1F. Reaction SMILES: [CH3:1][O:2][C:3](=[O:4])[CH:5]1[CH2:6][NH:7][C:8](=[O:20])[CH2:9][CH:10]1[c:11]1[c:12]([F:19])[cH:13][c:14]([F:18])[c:15]([F:17])[cH:16]1.[CH3:21][O:22][c:23]1[cH:24][cH:25][c:26]([CH:27]([c:28]2[cH:29][cH:30][c:31]([O:34][CH3:35])[cH:32][cH:33]2)[OH:36])[cH:37][cH:38]1.[CH3:44][C:45](=[O:46])[OH:47].[S:39](=[O:40])(=[O:41])([OH:42])[OH:43]>>[CH3:1][O:2][C:3](=[O:4])[CH:5]1[CH2:6][N:7]([CH:27]([c:26]2[cH:25][cH:24][c:23]([O:22][CH3:21])[cH:38][cH:37]2)[c:28]2[cH:29][cH:30][c:31]([O:34][CH3:35])[cH:32][cH:33]2)[C:8](=[O:20])[CH2:9][CH:10]1[c:11]1[c:12]([F:19])[cH:13][c:14]([F:18])[c:15]([F:17])[cH:16]1. Starting materials: C1CCOC1, CC(C)[N-]C(C)C, CS(=O)(=O)c1ccc(CC(=O)O)cc1, CN1CCCN(C)C1=O, ClCc1cccs1, [Li+]. Product: CS(=O)(=O)c1ccc(C(Cc2cccs2)C(=O)O)cc1. RXN SMILES: [CH2:39]1[O:40][CH2:41][CH2:42][CH2:43]1.[CH3:11][CH:12]([N-:13][CH:14]([CH3:15])[CH3:16])[CH3:17].[CH3:18][S:19](=[O:20])(=[O:21])[c:22]1[cH:23][cH:24][c:25]([CH2:28][C:29](=[O:30])[OH:31])[cH:26][cH:27]1.[CH3:1][N:2]1[CH2:3][CH2:4][CH2:5][N:6]([CH3:7])[C:8]1=[O:9].[Cl:32][CH2:33][c:34]1[s:35][cH:36][cH:37][cH:38]1.[Li+:10]>>[CH3:18][S:19](=[O:20])(=[O:21])[c:22]1[cH:23][cH:24][c:25]([CH:28]([C:29](=[O:30])[OH:31])[CH2:33][c:34]2[s:35][cH:36][cH:37][cH:38]2)[cH:26][cH:27]1. Reactants: CC(=O)O, CCc1cc(CN2CC(C(=O)OC)C2)sc1-c1noc(-c2ccc(Oc3ccccc3Cl)cc2)n1, [Li+], [OH-], O, O=C(O)C(=O)O. Product: CCc1cc(CN2CC(C(=O)O)C2)sc1-c1noc(-c2ccc(Oc3ccccc3Cl)cc2)n1. RXN SMILES: [CH3:39][C:40](=[O:41])[OH:42].[Cl:1][c:2]1[c:3]([O:4][c:5]2[cH:6][cH:7][c:8](-[c:11]3[n:12][c:13](-[c:16]4[c:17]([CH2:30][CH3:31])[cH:18][c:19]([CH2:21][N:22]5[CH2:23][CH:24]([C:26](=[O:27])[O:28][CH3:29])[CH2:25]5)[s:20]4)[n:14][o:15]3)[cH:9][cH:10]2)[cH:32][cH:33][cH:34][cH:35]1.[Li+:38].[OH-:37].[OH2:36].[OH:43][C:44]([C:45](=[O:46])[OH:47])=[O:48]>>[Cl:1][c:2]1[c:3]([O:4][c:5]2[cH:6][cH:7][c:8](-[c:11]3[n:12][c:13](-[c:16]4[c:17]([CH2:30][CH3:31])[cH:18][c:19]([CH2:21][N:22]5[CH2:23][CH:24]([C:26](=[O:27])[OH:28])[CH2:25]5)[s:20]4)[n:14][o:15]3)[cH:9][cH:10]2)[cH:32][cH:33][cH:34][cH:35]1. Starting materials: COC1=CC=C(C=C1)N1CCN(CC1)N1C(NN=C1)=O (2,4-dihydro-4-[4-(4-methoxyphenyl)-1-piperazinyl]-3H-1,2,4-triazol-3-one), [H-].[Na+] (sodium hydride), CN(C=O)C (N,N-dimethylformamide), S(=O)(=O)(OC)OC (dimethyl sulfate). Solvent: O (Water). Reaction conditions: time 1 hour. Yields the product COC1=CC=C(C=C1)N1CCN(CC1)N1C(N(N=C1)C)=O (2,4-dihydro-4-[4-(4-methoxyphenyl)-1-piperazinyl]-2-methyl-3H-1,2,4-triazol-3-one). Yield: 71.0%. Reaction SMILES: [CH3:1][O:2][C:3]1[CH:8]=[CH:7][C:6]([N:9]2[CH2:14][CH2:13][N:12]([N:15]3[CH:19]=[N:18][NH:17][C:16]3=[O:20])[CH2:11][CH2:10]2)=[CH:5][CH:4]=1.[H-].[Na+].[CH3:23]N(C)C=O.S(OC)(OC)(=O)=O>O>[CH3:1][O:2][C:3]1[CH:8]=[CH:7][C:6]([N:9]2[CH2:14][CH2:13][N:12]([N:15]3[CH:19]=[N:18][N:17]([CH3:23])[C:16]3=[O:20])[CH2:11][CH2:10]2)=[CH:5][CH:4]=1 |f:1.2|. Reported procedure: A mixture of 4.5 parts of 2,4-dihydro-4-[4-(4-methoxyphenyl)-1-piperazinyl]-3H-1,2,4-triazol-3-one, 0.8 parts of sodium hydride dispersion 78% and 27 parts of N,N-dimethylformamide is stirred for one hour at room temperature. Then there are added 2.5 parts of dimethyl sulfate and stirring at room temperature is continued for another hour. Water is added to the reaction mixture and the product is extracted twice with dichloromethane. The extract is dried, filtered and evaporated. The residue is p... The reactants are S1C(NC(C1)=O)=O (2,4-thiazolidinedione), C(C1=CC=CC=C1)=O (benzaldehyde), N1CCCCC1 (piperidine). Run in C(C)O (ethanol). Yields the product C(C1=CC=CC=C1)=C1C(NC(S1)=O)=O (5-benzylidene-2,4-thiazolidinedione). Isolated yield 90.2%. As a reaction SMILES: [S:1]1[CH2:5][C:4](=[O:6])[NH:3][C:2]1=[O:7].[CH:8](=O)[C:9]1[CH:14]=[CH:13][CH:12]=[CH:11][CH:10]=1.N1CCCCC1>C(O)C>[CH:8](=[C:5]1[S:1][C:2](=[O:7])[NH:3][C:4]1=[O:6])[C:9]1[CH:14]=[CH:13][CH:12]=[CH:11][CH:10]=1. Reported procedure: To a solution of 20 g (171 mmol) of 2,4-thiazolidinedione and 17.4 ml (171 mmol) of benzaldehyde in 350 ml of ethanol, 1.68 ml (17.1 mmol) of piperidine was added, and the mixture was heated under reflux for 5 hours. After cooling, the precipitated crystals were filtered and washed with cooled ethanol to give 31.67 g of the desired compound (90.4% yield, pale yellow crystals). Reactants: N1=CC=C(C=C1)C1=CC(=C2CCCCN12)C#N (3-(4-pyridyl)-5,6,7,8-tetrahydroindolizine-1-carbonitrile), powder, BrN1C(CCC1=O)=O (N-bromosuccinimide). Product: BrC=1C(=C2CCCCN2C1C1=CC=NC=C1)C#N (2-bromo-3-(4-pyridyl)-5,6,7,8-tetrahydroindolizine-1-carbonitrile). Yield: 84.0%. As a reaction SMILES: [N:1]1[CH:6]=[CH:5][C:4]([C:7]2[N:15]3[C:10]([CH2:11][CH2:12][CH2:13][CH2:14]3)=[C:9]([C:16]#[N:17])[CH:8]=2)=[CH:3][CH:2]=1.[Br:18]N1C(=O)CCC1=O>>[Br:18][C:8]1[C:9]([C:16]#[N:17])=[C:10]2[N:15]([C:7]=1[C:4]1[CH:3]=[CH:2][N:1]=[CH:6][CH:5]=1)[CH2:14][CH2:13][CH2:12][CH2:11]2. Reported procedure: 2-Bromo-3-(4-pyridyl)-5,6,7,8-tetrahydroindolizine-1-carbonitrile is prepared as described in Example 9, from 2.2 g [lacuna] 3-(4-pyridyl)-5,6,7,8-tetrahydroindolizine-1-carbonitrile and 2.26 g of N-bromosuccinimide. 2.5 g of 2-bromo-3-(4-pyridyl)-5,6,7,8-tetrahydroindolizine-1-carbonitrile are thus obtained in the form of orange-beige powder melting at 120° C.